This data is from the Open Reaction Database (ORD), a public repository of structured organic reaction records. The task is: describe an organic reaction: reactants, conditions, products, and yield Reactants: CC1(NC(=O)OCc2ccccc2)CCC2(CC1)OCCO2, CO. Yields the product CC1(N)CCC2(CC1)OCCO2. RXN SMILES: [CH2:1]([O:2][C:3](=[O:4])[NH:10][C:11]1([CH3:21])[CH2:12][CH2:13][C:14]2([O:15][CH2:16][CH2:17][O:18]2)[CH2:19][CH2:20]1)[c:5]1[cH:6][cH:7][cH:8][cH:9][cH:22]1.[CH3:23][OH:24]>>[NH2:10][C:11]1([CH3:21])[CH2:12][CH2:13][C:14]2([O:15][CH2:16][CH2:17][O:18]2)[CH2:19][CH2:20]1. Reactants: C(C)OC(C(CC(C(=O)OC(C)(C)C)C(=O)OC(C)(C)C)CSC(C1=CC=CC=C1)(C1=CC=CC=C1)C1=CC=CC=C1)=O (2-tert-Butoxycarbonyl-4-tritylsulfanylmethyl-pentanedioic acid 1-tert-butyl ester 5-ethyl ester), aqueous solution, [OH-].[K+] (potassium hydroxide). Solvent: C(C)O (ethanol). Conditions: time 24 hour. The product is C(C)(C)(C)OC(C(CC(C(=O)O)CSC(C1=CC=CC=C1)(C1=CC=CC=C1)C1=CC=CC=C1)C(=O)OC(C)(C)C)=O (2-tert-Butoxycarbonyl-4-tritylsulfanylmethyl-pentanedioic acid 1-tert-butyl ester). Isolated yield 46.1%. Reaction SMILES: C([O:3][C:4](=[O:43])[CH:5]([CH2:22][S:23][C:24]([C:37]1[CH:42]=[CH:41][CH:40]=[CH:39][CH:38]=1)([C:31]1[CH:36]=[CH:35][CH:34]=[CH:33][CH:32]=1)[C:25]1[CH:30]=[CH:29][CH:28]=[CH:27][CH:26]=1)[CH2:6][CH:7]([C:15]([O:17][C:18]([CH3:21])([CH3:20])[CH3:19])=[O:16])[C:8]([O:10][C:11]([CH3:14])([CH3:13])[CH3:12])=[O:9])C.[OH-].[K+]>C(O)C>[C:18]([O:17][C:15](=[O:16])[CH:7]([C:8]([O:10][C:11]([CH3:14])([CH3:13])[CH3:12])=[O:9])[CH2:6][CH:5]([CH2:22][S:23][C:24]([C:31]1[CH:36]=[CH:35][CH:34]=[CH:33][CH:32]=1)([C:37]1[CH:38]=[CH:39][CH:40]=[CH:41][CH:42]=1)[C:25]1[CH:26]=[CH:27][CH:28]=[CH:29][CH:30]=1)[C:4]([OH:43])=[O:3])([CH3:20])([CH3:21])[CH3:19] |f:1.2|. Procedure: To a stirred solution of the ester of example 33 (2.1 g, 3.31 mmol) in ethanol (11 mL) was added 17.4 ml of a 10% aqueous solution of potassium hydroxide. The resulting mixture was stirred for 24 hours. After evaporation of the solvent, the obtained residue was taken-up into 50 ml of water and washed with diethyl ether (2×50 mL). The aqueous layer was then acidified to pH 3 with a 10% aqueous solution of hydrochloric acid at 0° C. and immediately extracted with ethyl acetate (5×50 ml). The organ... Starting materials: [C@H]1([C@H](C(=O)[C@H]([C@@H](C1O)O)O)O)O (myo-2-inosose), OS(=O)(=O)O (H2SO4), C(=O)(O)[O-].[Na+] (NaHCO3). Conditions: temperature 4 celsius, time 9 hour. Product: OC1=C(C(=C(C=C1)O)O)O (1,2,3,4-Tetrahydroxybenzene). Isolated yield 54.3%. As a reaction SMILES: [C@H:1]1([OH:12])[CH:7]([OH:8])[C@@H:6](O)[C@H:5](O)[C:3](=[O:4])[C@@H:2]1[OH:11].OS(O)(=O)=O.C([O-])(O)=O.[Na+]>>[OH:4][C:3]1[CH:5]=[CH:6][C:7]([OH:8])=[C:1]([OH:12])[C:2]=1[OH:11] |f:2.3|. Procedure details: A solution of myo-2-inosose (11.0 g, 61.2 mmol) in 310 mL of degassed 0.5 M H2SO4 was refluxed under Ar. After 9 h, the solution was cooled to 4° C. and then adjusted to pH 4 by addition of saturated aqueous NaHCO3. Concentration of the reaction solution to 100 mL was followed by continuous liquid-liquid extraction for 18 h using t-butyl methyl ether (500 mL). Upon concentration of the organic layer to 100 mL, a precipitate formed which was filtered, washed with cold hexanes, and dried to afford... Yields the product [N+](=O)([O-])C1=CC=C(CO\N=C(/C)\C2=CC=CC=C2)C=C1 ((E)-Acetophenone O-4-Nitrobenzyl Oxime). Isolated yield 76.4%. As a reaction SMILES: [C:1]([C:4]1[CH:9]=[CH:8][CH:7]=[CH:6][CH:5]=1)(=O)[CH3:2].Cl.[N+:11]([C:14]1[CH:22]=[CH:21][C:17]([CH2:18][O:19][NH2:20])=[CH:16][CH:15]=1)([O-:13])=[O:12]>>[N+:11]([C:14]1[CH:15]=[CH:16][C:17]([CH2:18][O:19]/[N:20]=[C:1](/[C:4]2[CH:9]=[CH:8][CH:7]=[CH:6][CH:5]=2)\[CH3:2])=[CH:21][CH:22]=1)([O-:13])=[O:12] |f:1.2|. Starting materials: C(C)(=O)C1=CC=CC=C1 (Acetophenone), Cl.[N+](=O)([O-])C1=CC=C(CON)C=C1 (O-(4-Nitrobenzyl)hydroxylamine Hydrochloride). Reported procedure: Acetophenone (20) (150 mg, 1.25 mmol) was condensed with compound 19 (280 mg, 1.37 mmol) according to the general procedure II-A defined above. After heating the reaction mixture for 2 h it was cooled and the solvent removed under reduced pressure. The resulting solid was filtered off and washed with cold isopropanol (3.0 mL) to afford the title compound CP30252 (258 mg, 77%) as a pale-yellow solid, m.p. 91.3-92.3° C.